This data is from the Open Reaction Database (ORD), a public repository of structured organic reaction records. The task is: describe an organic reaction: reactants, conditions, products, and yield The reactants are crude product, FC=1C=C(C=C(C1N1CCN(CC1)C(=O)OC(C)(C)C)F)N1C(OC(C1)COS(=O)(=O)C1=CC=C(C=C1)C)=O ([[3-[3,5-difluoro-4-[4-(tert-butoxycarbonyl)-1-piperazinyl]phenyl]-2-oxo-5-oxazolidinyl]methyl]-p-toluenesulfonate), CN(C)C=O (DMF), CCOC(=O)C.CCCCCC (EtOAc hexane), [N-]=[N+]=[N-].[Na+] (NaN3). The solvent is CCOC(=O)C (EtOAc). Conditions: temperature 60 celsius. The product is FC=1C=C(C=C(C1N1CCN(CC1)CCN1CCCCC1)F)N1C(O[C@H](C1)CNC(C)=O)=O ((S)-N-[[3-[3,5-difluoro-4-[4-[2-(1-piperidinyl)ethyl]-1-piperazinyl]phenyl]-2-oxo-5-oxazolidinyl]methyl]acetamide). Yield: 91.0%. As a reaction SMILES: [F:1][C:2]1[CH:3]=[C:4]([N:22]2[CH2:26][CH:25]([CH2:27]OS(C3C=CC(C)=CC=3)(=O)=O)[O:24][C:23]2=[O:39])[CH:5]=[C:6]([F:21])[C:7]=1[N:8]1[CH2:13][CH2:12][N:11]([C:14](OC(C)(C)C)=O)[CH2:10][CH2:9]1.[N-:40]=[N+]=[N-].[Na+].CCO[C:47]([CH3:49])=[O:48].[CH3:50][CH2:51][CH2:52][CH2:53][CH2:54]C.C[N:57]([CH:59]=O)C>CCOC(C)=O>[F:21][C:6]1[CH:5]=[C:4]([N:22]2[CH2:26][C@H:25]([CH2:27][NH:40][C:47](=[O:48])[CH3:49])[O:24][C:23]2=[O:39])[CH:3]=[C:2]([F:1])[C:7]=1[N:8]1[CH2:9][CH2:10][N:11]([CH2:14][CH2:59][N:57]2[CH2:54][CH2:53][CH2:52][CH2:51][CH2:50]2)[CH2:12][CH2:13]1 |f:1.2,3.4|. Procedure details: The [[3-[3,5-difluoro-4-[4-(tert-butoxycarbonyl)-1-piperazinyl]phenyl]-2-oxo-5-oxazolidinyl]methyl]-p-toluenesulfonate (29.661 g, 52 mmol) was dissolved in dry DMF (125 mL) and then treated with solid NaN3 (10.19 g, 156 mmol) at room temperature. The reaction was heated to 60° C. for three hours and then allowed to cool to room temperature overnight under N2. The reaction was found to be complete by TLC (30% EtOAc/hexane, run twice, UV short wave). The reaction mixture was concentrated in vacuo ...